From a dataset of the Open Reaction Database (ORD), a public repository of structured organic reaction records. describe an organic reaction: reactants, conditions, products, and yield Starting materials: C1(=CC=CC=C1)CCC=C (4-phenyl-1-butene), C1=CC(=CC(=C1)Cl)C(=O)OO (m-CPBA), C(=O)([O-])[O-].[K+].[K+] (K2CO3). Solvent: C(Cl)Cl (CH2Cl2). Conditions: temperature 0 celsius, time 1.5 hour. Yields the product C(CC1=CC=CC=C1)C1OC1 (2-Phenethyloxirane). Isolated yield 1820.8%. RXN SMILES: [C:1]1([CH2:7][CH2:8][CH:9]=[CH2:10])[CH:6]=[CH:5][CH:4]=[CH:3][CH:2]=1.C1C=C(Cl)C=C(C(OO)=[O:19])C=1.C([O-])([O-])=O.[K+].[K+]>C(Cl)Cl>[CH2:8]([CH:9]1[CH2:10][O:19]1)[CH2:7][C:1]1[CH:6]=[CH:5][CH:4]=[CH:3][CH:2]=1 |f:2.3.4|. Reported procedure: A modified procedure of Woodward was used (Bernier, D. et al., The Journal of Organic Chemistry 2008, 73, 4229). A stirred solution of 4-phenyl-1-butene 62 (500 mg, 568 μl, 3.78 mmol) in CH2Cl2 (20 ml) was cooled to 0° C. m-CPBA (816 mg, 4.73 mmol) was added as a solid and the reaction mixture was stirred at 0° C. for 1.5 h, then r.t. for 24 h. The reaction mixture was poured into saturated K2CO3 solution (50 ml) and extracted with CH2Cl2 (2×50 ml). The combined organic phases were washed with s...